Dataset: the Open Reaction Database (ORD), a public repository of structured organic reaction records. Task: describe an organic reaction: reactants, conditions, products, and yield Reactants: CC1(OCCO1)C=1C=CC2=C(SC(=C2)S(N)(=O)=O)C1 (6-(2-methyldioxolan-2-yl)-2-sulfamoylbenzo[b]thiophene), C1(=CC=C(C=C1)S(=O)(=O)O)C (p-toluenesulfonic acid). The solvent is CC(=O)C (acetone). Reaction conditions: time 8 hour. The product is C(C)(=O)C=1C=CC2=C(SC(=C2)S(N)(=O)=O)C1 (6-Acetyl-2-sulfamoylbenzo[b]thiophene). The yield is 90.6%. RXN SMILES: [CH3:1][C:2]1([C:7]2[CH:8]=[CH:9][C:10]3[CH:14]=[C:13]([S:15](=[O:18])(=[O:17])[NH2:16])[S:12][C:11]=3[CH:19]=2)OCC[O:3]1.C1(C)C=CC(S(O)(=O)=O)=CC=1>CC(C)=O>[C:2]([C:7]1[CH:8]=[CH:9][C:10]2[CH:14]=[C:13]([S:15](=[O:18])(=[O:17])[NH2:16])[S:12][C:11]=2[CH:19]=1)(=[O:3])[CH3:1]. Procedure details: The ketal product from Example 37 (4.4 g, 14.7 mmole) and p-toluenesulfonic acid (400 mg) were dissolved in acetone (90 ml). The mixture was stirred overnight. The solvent was removed in vacuo and the residue partitioned between ethyl acetate (200 ml) and 10% saturated NaHCO3 solution (100 ml). The organic layer was washed with H2O (2×100 ml) and dried over Na2SO4. The solvent was removed in vacuo and the residue was triturated with hot CHCl3 (100 ml). Upon cooling, 3.4 g (90.6%) of product was ...